This data is from the Open Reaction Database (ORD), a public repository of structured organic reaction records. The task is: describe an organic reaction: reactants, conditions, products, and yield Isolated yield 69.0%. RXN SMILES: [F:1][C:2]1[CH:27]=[CH:26][C:5]([O:6][C:7]2[CH:12]=[CH:11][C:10]([S:13]([NH:16][CH2:17][CH2:18][C:19]3[CH:24]=[CH:23][CH:22]=[CH:21][C:20]=3[OH:25])(=[O:15])=[O:14])=[CH:9][CH:8]=2)=[CH:4][CH:3]=1.C1(P(C2C=CC=CC=2)C2C=CC=CC=2)C=CC=CC=1.CCOC(/N=N/C(OCC)=O)=O.[N:59]1([CH2:65][CH2:66]O)[CH2:64][CH2:63][CH2:62][CH2:61][CH2:60]1.FC1C=CC(OC2C=CC(S(N3CCC4C(=CC=C(OCCCN5CCN(C)CC5)C=4)C3C(OC)=O)(=O)=O)=CC=2)=CC=1>C1COCC1>[F:1][C:2]1[CH:27]=[CH:26][C:5]([O:6][C:7]2[CH:12]=[CH:11][C:10]([S:13]([NH:16][CH2:17][CH2:18][C:19]3[CH:24]=[CH:23][CH:22]=[CH:21][C:20]=3[O:25][CH2:66][CH2:65][N:59]3[CH2:64][CH2:63][CH2:62][CH2:61][CH2:60]3)(=[O:15])=[O:14])=[CH:9][CH:8]=2)=[CH:4][CH:3]=1. Starting materials: FC1=CC=C(OC2=CC=C(C=C2)S(=O)(=O)N2C(C3=CC=C(C=C3CC2)OCCCN2CCN(CC2)C)C(=O)OC)C=C1 (Methyl 2-[4-(4-fluorophenoxy)benzenesulfonyl]-6-[3-(4-methylpiperazin-1-yl)propoxy]-1,2,3,4-tetrahydroisoquinoline-1-carboxylate), FC1=CC=C(OC2=CC=C(C=C2)S(=O)(=O)NCCC2=C(C=CC=C2)O)C=C1 (4-(4-fluorophenoxy)-N-[2-(2-hydroxyphenyl)ethyl]benzene-sulfonamide), C1(=CC=CC=C1)P(C1=CC=CC=C1)C1=CC=CC=C1 (triphenyl-phosphine), CCOC(=O)/N=N/C(=O)OCC (DEAD), N1(CCCCC1)CCO (2-piperidin-1-ylethanol). Reported procedure: 200 mg (0.516 mmol) of 4-(4-fluorophenoxy)-N-[2-(2-hydroxyphenyl)ethyl]benzene-sulfonamide are reacted in 20 ml of THF with 230 mg (0.878 mmol) of triphenyl-phosphine, 141 μl (0.774 mmol) of DEAD and 0.165 ml (1.239 mmol) of 2-piperidin-1-ylethanol in analogy to the method described under 3C, resulting in the title compound in a yield of 69%. Solvent: C1CCOC1 (THF). Yields the product FC1=CC=C(OC2=CC=C(C=C2)S(=O)(=O)NCCC2=C(C=CC=C2)OCCN2CCCCC2)C=C1 (4-(4-Fluorophenoxy)-N-{2-[2-(2-piperidin-1-ylethoxy)phenyl]ethyl}benzene-sulfonamide). Reactants: [Cl-].C[S+](C)C (trimethylsulfonium chloride), [OH-].[Na+] (NaOH), CC1(C(C(CCC1C)C)=O)C (2,2,3,6-tetramethyl-1-cyclohexanone). Reported procedure: According to a preferred embodiment of the invention, NaOH is added to a mixture consisting of 2,2,3,6-tetramethyl-1-cyclohexanone and trimethylsulfonium chloride in dimethylsulfoxide. The reaction is slightly exothermic, hence the necessity to maintain an external cooling of the reaction mixture so as to keep the temperature at about 25°-30° C. Good stirring is also applied for about 6 hr. 4,4,5,8-Tetramethyl-1-oxaspiro[2.5]octane is then obtained by extraction of the resulting mixture with pet... As a reaction SMILES: [OH-].[Na+].[CH3:3][C:4]1([CH3:13])[CH:9]([CH3:10])[CH2:8][CH2:7][CH:6]([CH3:11])[C:5]1=[O:12].[Cl-].[CH3:15][S+](C)C>CS(C)=O>[CH3:13][C:4]1([CH3:3])[CH:9]([CH3:10])[CH2:8][CH2:7][CH:6]([CH3:11])[C:5]21[O:12][CH2:15]2 |f:0.1,3.4|. The product is CC1(C2(CO2)C(CCC1C)C)C (4,4,5,8-Tetramethyl-1-oxaspiro[2.5]octane), petrol ether. Solvent: CS(=O)C (dimethylsulfoxide). Run at time 6 hour. Reactants: FC=1C=C(C=CC1F)CC=1C=C(C(=NC1)C(=O)N)[N+](=O)[O-] (5-[(3,4-difluorophenyl)methyl]-3-nitro-2-pyridinecarboxamide), CO (MeOH). Reaction conditions: time 8 hour. Product: FC=1C=C(C=CC1F)CC=1C=C(C(=NC1)C(=O)OC)[N+](=O)[O-] (methyl 5-[(3,4-difluorophenyl)methyl]-3-nitro-2-pyridinecarboxylate). Reaction SMILES: [F:1][C:2]1[CH:3]=[C:4]([CH2:9][C:10]2[CH:11]=[C:12]([N+:19]([O-:21])=[O:20])[C:13]([C:16](N)=[O:17])=[N:14][CH:15]=2)[CH:5]=[CH:6][C:7]=1[F:8].[CH3:22][OH:23]>>[F:1][C:2]1[CH:3]=[C:4]([CH2:9][C:10]2[CH:11]=[C:12]([N+:19]([O-:21])=[O:20])[C:13]([C:16]([O:23][CH3:22])=[O:17])=[N:14][CH:15]=2)[CH:5]=[CH:6][C:7]=1[F:8]. Procedure details: To a mixture of 5-[(3,4-difluorophenyl)methyl]-3-nitro-2-pyridinecarboxamide (2.7 g, 9.21 mmol) and MeOH (100 ml), was added dimethylformamidedimethylacetal (3.29 g, 27.62 mmol). After stirring at room temperature overnight, the solvent was evaporated using no heat, EtOAc was added and the organic layer was washed three times with brine, dried and concentrated in vacuo. The product was purified by chromatography on silica gel, eluting with 20-60% EtOAc/hexanes to afford a dark brown oil. 1H NMR ... Reactants: C=C(CCC1OCCCO1)c1ccc(Cl)cc1Cl, O, O=C(O)C(=O)O. Product: C=C(CCC=O)c1ccc(Cl)cc1Cl. RXN SMILES: [Cl:1][c:2]1[c:3]([C:9]([CH2:10][CH2:11][CH:12]2[O:13][CH2:17][CH2:16][CH2:15][O:14]2)=[CH2:18])[cH:4][cH:5][c:6]([Cl:8])[cH:7]1.[OH2:25].[OH:19][C:20]([C:21](=[O:22])[OH:23])=[O:24]>>[Cl:1][c:2]1[c:3]([C:9]([CH2:10][CH2:11][CH:12]=[O:13])=[CH2:18])[cH:4][cH:5][c:6]([Cl:8])[cH:7]1.